Task: describe an organic reaction: reactants, conditions, products, and yield. Dataset: the Open Reaction Database (ORD), a public repository of structured organic reaction records As a reaction SMILES: [Br:11][CH2:12][CH2:13][OH:14].[C:15](=[O:16])([O-:17])[O-:18].[F:1][c:2]1[cH:3][c:4]([CH:5]=[O:6])[cH:7][cH:8][c:9]1[OH:10].[K+:19].[K+:20].[O:21]=[CH:22][N:23]([CH3:24])[CH3:25]>>[F:1][c:2]1[cH:3][c:4]([CH:5]=[O:6])[cH:7][cH:8][c:9]1[O:10][CH2:12][CH2:13][OH:14]. Product: O=Cc1ccc(OCCO)c(F)c1. Starting materials: OCCBr, O=C([O-])[O-], O=Cc1ccc(O)c(F)c1, [K+], [K+], CN(C)C=O.